Dataset: the Open Reaction Database (ORD), a public repository of structured organic reaction records. Task: describe an organic reaction: reactants, conditions, products, and yield Starting materials: CC(CO)(C)C (2,2-dimethyl propanol), C(C)OC1CCC(N1)=O (5-ethoxy pyrrolidin-2-one). Conditions: time 2 hour. Yields the product C(C(C)(C)C)OC1CCC(N1)=O (5-neopentyloxy-pyrrolidin-2-one). The yield is 40.2%. As a reaction SMILES: [CH3:1][C:2]([CH3:6])([CH3:5])[CH2:3][OH:4].C(O[CH:10]1[NH:14][C:13](=[O:15])[CH2:12][CH2:11]1)C>>[CH2:3]([O:4][CH:10]1[NH:14][C:13](=[O:15])[CH2:12][CH2:11]1)[C:2]([CH3:6])([CH3:5])[CH3:1]. Procedure details: 35 g 2,2-dimethyl propanol (previously melted at 45° C.), 6 g of 5-ethoxy pyrrolidin-2-one and 3 g of Amberlite-15 resin are agitated at 40° C. for 2 hours 15 minutes. After filtering, the 2,2-dimethyl propanol is distilled off under 0.8 mm/Hg at 35° C. The residue is dissolved in hexane and iced for 2 hours. 3.2 g of the expected product is obtained, m.p. 67°-69° C., crystallized from hexane. Starting materials: O=C(OCc1ccccc1)N1CCC(c2ccc(O)cc2)C(O)C1, Cc1ccc(S(=O)(=O)OCCOCc2cc(F)ccc2F)cc1. Product: O=C(OCc1ccccc1)N1CCC(c2ccc(OCCOCc3cc(F)ccc3F)cc2)C(O)C1. As a reaction SMILES: [OH:1][CH:2]1[CH2:3][N:4]([C:15](=[O:16])[O:17][CH2:18][c:19]2[cH:20][cH:21][cH:22][cH:23][cH:24]2)[CH2:5][CH2:6][CH:7]1[c:8]1[cH:9][cH:10][c:11]([OH:14])[cH:12][cH:13]1.[c:25]1([CH3:26])[cH:27][cH:28][c:29]([S:30]([O:31][CH2:35][CH2:36][O:37][CH2:38][c:39]2[c:40]([F:46])[cH:41][cH:42][c:43]([F:45])[cH:44]2)(=[O:32])=[O:33])[cH:34][cH:47]1>>[OH:1][CH:2]1[CH2:3][N:4]([C:15](=[O:16])[O:17][CH2:18][c:19]2[cH:20][cH:21][cH:22][cH:23][cH:24]2)[CH2:5][CH2:6][CH:7]1[c:8]1[cH:9][cH:10][c:11]([O:14][CH2:35][CH2:36][O:37][CH2:38][c:39]2[c:40]([F:46])[cH:41][cH:42][c:43]([F:45])[cH:44]2)[cH:12][cH:13]1. The reactants are Cl.COC(C1=C(C=C2CCCNC2=N1)C1CCNCC1)OC (7-(dimethoxymethyl)-6-(piperidin-4-yl)-1,2,3,4-tetrahydro-1,8-naphthyridine hydrochloride), Cl.COC(C1=C(C=C2CCCNC2=N1)C1CCNCC1)OC (7-(dimethoxymethyl)-6-(piperidin-4-yl)-1,2,3,4-tetrahydro-1,8-naphthyridine hydrochloride), FC(CI)F (1,1-difluoro-2-iodoethane), C(=O)([O-])[O-].[K+].[K+] (K2CO3). Run in CN(C)C=O (DMF), O (H2O). Run at temperature 70 celsius, time 16 hour. Product: FC(CN1CCC(CC1)C=1C=C2CCCNC2=NC1C(OC)OC)F (6-(1-(2,2-difluoroethyl)piperidin-4-yl)-7-(dimethoxymethyl)-1,2,3,4-tetrahydro-1,8-naphthyridine). RXN SMILES: Cl.[CH3:2][O:3][CH:4]([O:21][CH3:22])[C:5]1[N:14]=[C:13]2[C:8]([CH2:9][CH2:10][CH2:11][NH:12]2)=[CH:7][C:6]=1[CH:15]1[CH2:20][CH2:19][NH:18][CH2:17][CH2:16]1.[F:23][CH:24]([F:27])[CH2:25]I.C([O-])([O-])=O.[K+].[K+]>CN(C=O)C.O>[F:23][CH:24]([F:27])[CH2:25][N:18]1[CH2:17][CH2:16][CH:15]([C:6]2[CH:7]=[C:8]3[C:13](=[N:14][C:5]=2[CH:4]([O:3][CH3:2])[O:21][CH3:22])[NH:12][CH2:11][CH2:10][CH2:9]3)[CH2:20][CH2:19]1 |f:0.1,3.4.5|. Reported procedure: A mixture of 7-(dimethoxymethyl)-6-(piperidin-4-yl)-1,2,3,4-tetrahydro-1,8-naphthyridine hydrochloride (Intermediate 342, 0.78 g, 2.14 mmol), 1,1-difluoro-2-iodoethane (0.63 g, 3.22 mmol) and K2CO3 (0.89 g, 6.43 mmol) in DMF (20 ml) was stirred at 70° C. After 16 h, the reaction mixture was cooled to room temperature, diluted with H2O and extracted with EtOAc (3×). The combined organic phases were washed with brine, dried over Na2SO4 and evaporated. The crude material was purified by reverse pha... Reactants: C(C)C1=CC=C(C=C1)C1CC(CN(C1)C(=O)N1CCOCC1)C(=O)O (5-(4-Ethylphenyl)-1-(morpholin-4-ylcarbonyl)piperidine-3-carboxylic acid), ON=C(CCOC)N (N′-hydroxy-3-methoxypropanimidamide). The product is C(C)C1=CC=C(C=C1)C1CN(CC(C1)C1=NC(=NO1)CCOC)C(=O)N1CCOCC1 ({3-(4-Ethylphenyl)-5-[3-(2-methoxyethyl)-1,2,4-oxadiazol-5-yl]piperidin-1-yl}(morpholin-4-yl)methanone). Reaction SMILES: [CH2:1]([C:3]1[CH:8]=[CH:7][C:6]([CH:9]2[CH2:14][N:13]([C:15]([N:17]3[CH2:22][CH2:21][O:20][CH2:19][CH2:18]3)=[O:16])[CH2:12][CH:11]([C:23]([OH:25])=O)[CH2:10]2)=[CH:5][CH:4]=1)[CH3:2].O[N:27]=[C:28]([NH2:33])[CH2:29][CH2:30][O:31][CH3:32]>>[CH2:1]([C:3]1[CH:8]=[CH:7][C:6]([CH:9]2[CH2:10][CH:11]([C:23]3[O:25][N:33]=[C:28]([CH2:29][CH2:30][O:31][CH3:32])[N:27]=3)[CH2:12][N:13]([C:15]([N:17]3[CH2:22][CH2:21][O:20][CH2:19][CH2:18]3)=[O:16])[CH2:14]2)=[CH:5][CH:4]=1)[CH3:2]. Reported procedure: 60 mg (0.17 mmol) of the compound from Example 38A and 32 mg (0.26 mmol) of N′-hydroxy-3-methoxypropanimidamide were reacted according to the General Method 2. Yield: 31 mg (42% of theory) The reactants are C1(=CC=CC=C1)COC=1C=CC2=C(CCC(O2)O)C1 (racemic-3,4-dihydro-6-(phenylmethoxy)-2H-1-benzopyran-2-ol), C(=O)(OCC)C=P(C1=CC=CC=C1)(C1=CC=CC=C1)C1=CC=CC=C1 ((carbethoxymethylene)triphenylphosphorane). Solvent: C1(=CC=CC=C1)C (toluene), C1(=CC=CC=C1)C (toluene). Yields the product C(C)OC(CC1OC2=C(CC1)C=C(C=C2)OCC2=CC=CC=C2)=O (racemic-3,4-dihydro-6-(phenylmethoxy)-2H-1-benzopyran-2-acetic acid ethyl ester). Yield: 74.2%. RXN SMILES: [C:1]1([CH2:7][O:8][C:9]2[CH:10]=[CH:11][C:12]3[O:17][CH:16](O)[CH2:15][CH2:14][C:13]=3[CH:19]=2)[CH:6]=[CH:5][CH:4]=[CH:3][CH:2]=1.[C:20]([CH:25]=P(C1C=CC=CC=1)(C1C=CC=CC=1)C1C=CC=CC=1)([O:22][CH2:23][CH3:24])=[O:21]>C1(C)C=CC=CC=1>[CH2:23]([O:22][C:20](=[O:21])[CH2:25][CH:16]1[CH2:15][CH2:14][C:13]2[CH:19]=[C:9]([O:8][CH2:7][C:1]3[CH:6]=[CH:5][CH:4]=[CH:3][CH:2]=3)[CH:10]=[CH:11][C:12]=2[O:17]1)[CH3:24]. Reported procedure: A solution of 1.8 g of racemic-3,4-dihydro-6-(phenylmethoxy)-2H-1-benzopyran-2-ol and 2.6 g of (carbethoxymethylene)triphenylphosphorane in 20 ml of toluene was stirred and refluxed for 22 hours. The solution was cooled and placed on a column of 50 g of silica gel packed in toluene. Elution with toluene and 19:1 toluene-ethyl acetate gave 1.7 g (74.2%) of racemic-3,4-dihydro-6-(phenylmethoxy)-2H-1-benzopyran-2-acetic acid ethyl ester as a pale-yellow oil. This material was dissolved in 25 ml of ... The reactants are CCCCSC(=O)Cl, Cn1nnnc1C(=NOCc1cccc(N)n1)c1ccccc1, ClCCl, c1ccncc1. Product: CCCCSC(=O)Nc1cccc(CON=C(c2ccccc2)c2nnnn2C)n1. RXN SMILES: [C:30]([S:31][CH2:32][CH2:33][CH2:34][CH3:35])([Cl:36])=[O:37].[CH3:1][n:2]1[n:3][n:4][n:5][c:6]1[C:7]([c:8]1[cH:9][cH:10][cH:11][cH:12][cH:13]1)=[N:14][O:15][CH2:16][c:17]1[cH:18][cH:19][cH:20][c:21]([NH2:23])[n:22]1.[Cl:38][CH2:39][Cl:40].[cH:24]1[cH:25][cH:26][n:27][cH:28][cH:29]1>>[CH3:1][n:2]1[n:3][n:4][n:5][c:6]1[C:7]([c:8]1[cH:9][cH:10][cH:11][cH:12][cH:13]1)=[N:14][O:15][CH2:16][c:17]1[cH:18][cH:19][cH:20][c:21]([NH:23][C:30]([S:31][CH2:32][CH2:33][CH2:34][CH3:35])=[O:37])[n:22]1. Starting materials: CC=1N=CNC1CSCCN (4-methyl-5-((2-aminoethyl)thiomethyl)imidazole), ClC=1C=C(C=CC1Cl)S(=O)(=O)NC(SC)=NC (N-(3.4-dichlorobenzenesulphonyl)-N', S-dimethylisothiourea). Run in C(C)#N (acetonitrile). The product is ClC=1C=C(C=CC1Cl)S(=O)(=O)NC(=NCCSCC1=C(N=CN1)C)NC (N-(3,4-dichlorobenzenesulphonyl)-N'-methyl-N"-[2-((4-methyl-5-imidazolyl)methylthio)ethyl] guanidine). As a reaction SMILES: [CH3:1][C:2]1[N:3]=[CH:4][NH:5][C:6]=1[CH2:7][S:8][CH2:9][CH2:10][NH2:11].[Cl:12][C:13]1[CH:14]=[C:15]([S:20]([NH:23][C:24](=[N:27][CH3:28])SC)(=[O:22])=[O:21])[CH:16]=[CH:17][C:18]=1[Cl:19]>C(#N)C>[Cl:12][C:13]1[CH:14]=[C:15]([S:20]([NH:23][C:24]([NH:27][CH3:28])=[N:11][CH2:10][CH2:9][S:8][CH2:7][C:6]2[NH:5][CH:4]=[N:3][C:2]=2[CH3:1])(=[O:21])=[O:22])[CH:16]=[CH:17][C:18]=1[Cl:19]. Reported procedure: A solution of 4-methyl-5-((2-aminoethyl)thiomethyl)imidazole (3.49 g.) and N-(3.4-dichlorobenzenesulphonyl)-N', S-dimethylisothiourea (6.20 g.) in acetonitrile (250 ml.) was heated under reflux for 48 hours. Concentration, followed by chromatographic purification on a column of alumina with sequential elution by benzene-ethylacetate (1:4) and benzene-ethanol (1:4) afforded N-(3,4-dichlorobenzenesulphonyl)-N'-methyl-N"-[2-((4-methyl-5-imidazolyl)methylthio)ethyl] guanidine as a glass (1.7 g.)